From a dataset of the Open Reaction Database (ORD), a public repository of structured organic reaction records. describe an organic reaction: reactants, conditions, products, and yield Reactants: CS(=O)(=O)OC1=CC=C2C=CC=C(C2=C1)NC(CNCCC=1N(CN(C1)C(C1=CC=CC=C1)(C1=CC=CC=C1)C1=CC=CC=C1)CCO)=O (N-[7-((Methanesulfonyl)oxy)naphthyl]-2-[N′-(2-hydroxyethyl)-N′-(2-(1-triphenylmethyl-4-imidazolyl)ethyl)amino]acetamide), C(CCC)P(CCCC)CCCC (tributylphosphine), CC(C)(C)OC(=O)/N=N/C(=O)OC(C)(C)C (di-tert-butylazodicarboxylate). Run in O1CCCC1 (tetrahydrofuran). Run at temperature 0 celsius, time 2 hour. Yields the product CS(=O)(=O)OC1=CC=C2C=CC=C(C2=C1)N1C(CN(CC1)CCC=1N=CN(C1)C(C1=CC=CC=C1)(C1=CC=CC=C1)C1=CC=CC=C1)=O (1-[7-((Methanesulfonyl)oxy)naphthyl]-4-[2-(1-triphenylmethyl-4-imidazolyl)-ethyl]-2-piperazinone). Isolated yield 113.2%. As a reaction SMILES: [CH3:1][S:2]([O:5][C:6]1[CH:15]=[C:14]2[C:9]([CH:10]=[CH:11][CH:12]=[C:13]2[NH:16][C:17](=O)[CH2:18][NH:19][CH2:20][CH2:21][C:22]2[N:23](CCO)[CH2:24][N:25]([C:27]([C:40]3[CH:45]=[CH:44][CH:43]=[CH:42][CH:41]=3)([C:34]3[CH:39]=[CH:38][CH:37]=[CH:36][CH:35]=3)[C:28]3[CH:33]=[CH:32][CH:31]=[CH:30][CH:29]=3)[CH:26]=2)=[CH:8][CH:7]=1)(=[O:4])=[O:3].C(P(CCCC)CCCC)CCC.[CH3:63][C:64]([O:67]C(/N=N/C(OC(C)(C)C)=O)=O)(C)C>O1CCCC1>[CH3:1][S:2]([O:5][C:6]1[CH:15]=[C:14]2[C:9]([CH:10]=[CH:11][CH:12]=[C:13]2[N:16]2[CH2:17][CH2:18][N:19]([CH2:20][CH2:21][C:22]3[N:23]=[CH:24][N:25]([C:27]([C:34]4[CH:35]=[CH:36][CH:37]=[CH:38][CH:39]=4)([C:28]4[CH:33]=[CH:32][CH:31]=[CH:30][CH:29]=4)[C:40]4[CH:45]=[CH:44][CH:43]=[CH:42][CH:41]=4)[CH:26]=3)[CH2:63][C:64]2=[O:67])=[CH:8][CH:7]=1)(=[O:3])=[O:4]. Procedure details: To a solution of the product from Step F (60.5 mmol) in 500 mL of tetrahydrofuran was added tributylphosphine (25 mL, 100 mmol). After cooling to 0° C., di-tert-butylazodicarboxylate (23 g, 100 mmol) was added, and the reaction was allowed to come to room temperature for 2 hours. The solution was concentrated in vacuo, partitioned between EtOAc and water, washed with brine, dried (MgSO4), filtered, and concentrated in vacuo to provide the titled product (45.0 g). The crude product was purified b... Reactants: [Al+3], C1CCOC1, [H-], [H-], [H-], [H-], [Li+], CC(C)(C)OC(=O)Nc1ccsc1-c1ccccc1. Yields the product CNc1ccsc1-c1ccccc1. Reaction SMILES: [Al+3:2].[CH2:26]1[O:27][CH2:28][CH2:29][CH2:30]1.[H-:1].[H-:4].[H-:5].[H-:6].[Li+:3].[c:7]1(-[c:13]2[s:14][cH:15][cH:16][c:17]2[NH:18][C:19](=[O:20])[O:21][C:22]([CH3:23])([CH3:24])[CH3:25])[cH:8][cH:9][cH:10][cH:11][cH:12]1>>[c:7]1(-[c:13]2[s:14][cH:15][cH:16][c:17]2[NH:18][CH3:19])[cH:8][cH:9][cH:10][cH:11][cH:12]1.